This data is from the Open Reaction Database (ORD), a public repository of structured organic reaction records. The task is: describe an organic reaction: reactants, conditions, products, and yield Reactants: BrC1=C(C=CC2=CC=CC=C12)O (1-bromonaphth-2-ol), ClCC1CO1 (1-chloro-2,3-epoxypropane), C([O-])([O-])=O.[K+].[K+] (potassium carbonate). Run in CC(CC)=O (butanone). The product is BrC1=C(C=CC2=CC=CC=C12)OCC1CO1 (3-(1-Bromonaphth-2-yloxy)-1,2-epoxypropane). As a reaction SMILES: [Br:1][C:2]1[C:11]2[C:6](=[CH:7][CH:8]=[CH:9][CH:10]=2)[CH:5]=[CH:4][C:3]=1[OH:12].Cl[CH2:14][CH:15]1[O:17][CH2:16]1.C(=O)([O-])[O-].[K+].[K+]>CC(=O)CC>[Br:1][C:2]1[C:11]2[C:6](=[CH:7][CH:8]=[CH:9][CH:10]=2)[CH:5]=[CH:4][C:3]=1[O:12][CH2:14][CH:15]1[O:17][CH2:16]1 |f:2.3.4|. Reported procedure: A suspension containing 22.3 g of 1-bromonaphth-2-ol, 27.75 g of 1-chloro-2,3-epoxypropane and 27.6 g of potassium carbonate in 200 ml of butanone is refluxed overnight. The inorganic salts are filtered off and drained and the filtrate is then evaporated under vacuum. The oil obtained is distilled under 0.01 mm of mercury. Reactants: CNC(=O)C(Cl)(Cl)Cl, CN1CCCC1=O, COc1ccc(Cl)cc1C(=O)NCCC1CCN(S(N)(=O)=O)CC1, Cl, [Na+], [OH-]. The product is CNC(=O)NS(=O)(=O)N1CCC(CCNC(=O)c2cc(Cl)ccc2OC)CC1. As a reaction SMILES: [CH3:27][NH:28][C:29]([C:30]([Cl:31])([Cl:32])[Cl:33])=[O:34].[CH3:36][N:37]1[CH2:38][CH2:39][CH2:40][C:41]1=[O:42].[Cl:1][c:2]1[cH:3][cH:4][c:5]([O:23][CH3:24])[c:6]([C:7](=[O:8])[NH:9][CH2:10][CH2:11][CH:12]2[CH2:13][CH2:14][N:15]([S:18](=[O:19])(=[O:20])[NH2:21])[CH2:16][CH2:17]2)[cH:22]1.[ClH:35].[Na+:26].[OH-:25]>>[Cl:1][c:2]1[cH:3][cH:4][c:5]([O:23][CH3:24])[c:6]([C:7](=[O:8])[NH:9][CH2:10][CH2:11][CH:12]2[CH2:13][CH2:14][N:15]([S:18](=[O:19])(=[O:20])[NH:21][C:29]([NH:28][CH3:27])=[O:34])[CH2:16][CH2:17]2)[cH:22]1. Starting materials: ClC1=CC(=NC2=CC=C(C=C12)OC(F)(F)F)N1CCS(C2=C(C1)C=CC=C2)(=O)=O (4-(4-Chloro-6-(trifluoromethoxy)quinolin-2-yl)-2,3,4,5-tetrahydro-1,4-benzothiazepine 1,1-dioxide), C(CCC)[Sn](C=C)(CCCC)CCCC (tributyl(vinyl)tin). Reagents/catalysts: C=1C=CC(=CC1)[P](C=2C=CC=CC2)(C=3C=CC=CC3)[Pd]([P](C=4C=CC=CC4)(C=5C=CC=CC5)C=6C=CC=CC6)([P](C=7C=CC=CC7)(C=8C=CC=CC8)C=9C=CC=CC9)[P](C=1C=CC=CC1)(C=1C=CC=CC1)C=1C=CC=CC1 (tetrakis(triphenylphosphine)palladium(0)). Solvent: CN(C=O)C (N,N-dimethylformamide). Reaction conditions: time 1 hour. Yields the product ClC1=CC(=NC2=CC=C(C=C12)C=C)N1CCS(C2=C(C1)C=CC=C2)(=O)=O (4-(4-Chloro-6-ethenylquinolin-2-yl)-2,3,4,5-tetrahydro-1,4-benzothiazepine 1,1-dioxide). Isolated yield 52.0%. As a reaction SMILES: [Cl:1][C:2]1[C:11]2[C:6](=[CH:7][CH:8]=[C:9](OC(F)(F)F)[CH:10]=2)[N:5]=[C:4]([N:17]2[CH2:23][C:22]3[CH:24]=[CH:25][CH:26]=[CH:27][C:21]=3[S:20](=[O:29])(=[O:28])[CH2:19][CH2:18]2)[CH:3]=1.[CH2:30]([Sn](CCCC)(CCCC)C=C)[CH2:31]CC>CN(C)C=O.C1C=CC([P]([Pd]([P](C2C=CC=CC=2)(C2C=CC=CC=2)C2C=CC=CC=2)([P](C2C=CC=CC=2)(C2C=CC=CC=2)C2C=CC=CC=2)[P](C2C=CC=CC=2)(C2C=CC=CC=2)C2C=CC=CC=2)(C2C=CC=CC=2)C2C=CC=CC=2)=CC=1>[Cl:1][C:2]1[C:11]2[C:6](=[CH:7][CH:8]=[C:9]([CH:30]=[CH2:31])[CH:10]=2)[N:5]=[C:4]([N:17]2[CH2:23][C:22]3[CH:24]=[CH:25][CH:26]=[CH:27][C:21]=3[S:20](=[O:29])(=[O:28])[CH2:19][CH2:18]2)[CH:3]=1 |^1:53,55,74,93|. Procedure: To a degassed solution of 4-(6-bromo-4-chloroquinolin-2-yl)-2,3,4,5-tetrahydro-1,4-benzothiazepine 1,1-dioxide (880 mg, 2 mmol, prepared in analogy to 4-(4-chloro-6-(trifluoromethoxy)quinolin-2-yl)-2,3,4,5-tetrahydro-1,4-benzothiazepine 1,1-dioxide in Example 17-1) in N,N-dimethylformamide (50 mL), tributyl(vinyl)tin (760 mg, 2.4 mmol) and tetrakis(triphenylphosphine)palladium(0) (232 mg, 0.2 mmol) was added under argon. After being refluxed for 2 hours, the reaction mixture was concentrated in ... Reactants: ClC1=C(C=C(C=N1)N)C(F)(F)F (6-chloro-5-trifluoromethyl-pyridin-3-ylamine), C1=CC=C(C=C1)P(CCCP(C2=CC=CC=C2)C3=CC=CC=C3)C4=CC=CC=C4 (DPPP), C(=C)OCCCC (butyl vinyl ether), C(=O)(O)[O-].[Na+] (NaHCO3). Reagents/catalysts: C(C)(=O)[O-].[Pd+2].C(C)(=O)[O-] (palladium acetate). The solvent is CO (MeOH). Reaction conditions: time 1 hour. Yields the product NC=1C=C(C(=NC1)C(C)=O)C(F)(F)F (1-(5-Amino-3-trifluoromethyl-pyridin-2-yl)-ethanone). As a reaction SMILES: Cl[C:2]1[N:7]=[CH:6][C:5]([NH2:8])=[CH:4][C:3]=1[C:9]([F:12])([F:11])[F:10].C1C=CC(P(C2C=CC=CC=2)CCCP(C2C=CC=CC=2)C2C=CC=CC=2)=CC=1.[CH:42]([O:44]CCCC)=[CH2:43].C([O-])(O)=O.[Na+]>CO.C([O-])(=O)C.[Pd+2].C([O-])(=O)C>[NH2:8][C:5]1[CH:4]=[C:3]([C:9]([F:12])([F:11])[F:10])[C:2]([C:42](=[O:44])[CH3:43])=[N:7][CH:6]=1 |f:3.4,6.7.8|. Procedure: Heat a mixture of 6-chloro-5-trifluoromethyl-pyridin-3-ylamine (985 mg, 5.0 mmol), palladium acetate (20 mg), DPPP (60 mg), butyl vinyl ether (1.5 g, 15 mmol) and NaHCO3 (840 mg, 10 mmol) in MeOH (10 mL) at 130° C. for 18 hours. Cool, filter and wash the solid with MeOH. Add 6M hydrochloric acid (5 mL), stir for 1 hour and evaporate the volatiles. Dissolve the residue in EtOAc (50 mL) and wash with saturated NaHCO3(aq) (50 mL) and brine (50 mL). Dry the organic extract over MgSO4 and remove the ...